Task: describe an organic reaction: reactants, conditions, products, and yield. Dataset: the Open Reaction Database (ORD), a public repository of structured organic reaction records The reactants are [BH4-], CO, COc1ccc2c(c1)CC(=O)CCC2, [Na+]. Yields the product COc1ccc2c(c1)CC(O)CCC2. RXN SMILES: [BH4-:15].[CH3:17][OH:18].[CH3:1][O:2][c:3]1[cH:4][c:5]2[c:6]([cH:13][cH:14]1)[CH2:7][CH2:8][CH2:9][C:10](=[O:12])[CH2:11]2.[Na+:16]>>[CH3:1][O:2][c:3]1[cH:4][c:5]2[c:6]([cH:13][cH:14]1)[CH2:7][CH2:8][CH2:9][CH:10]([OH:12])[CH2:11]2. Starting materials: CCN=C=NCCCN(C)C, CCN(C(C)C)C(C)C, Cl, NCC(=O)N1CCC(Oc2ccccc2Cl)CC1, CN(C)C=O, O, On1nnc2ccccc21, O=C(O)c1cn(-c2ccccc2)nn1. Yields the product O=C(NCC(=O)N1CCC(Oc2ccccc2Cl)CC1)c1cn(-c2ccccc2)nn1. Reaction SMILES: [CH3:34][CH2:35][N:36]=[C:37]=[N:38][CH2:39][CH2:40][CH2:41][N:42]([CH3:43])[CH3:44].[CH:1]([N:2]([CH2:3][CH3:4])[CH:5]([CH3:6])[CH3:7])([CH3:8])[CH3:9].[ClH:45].[NH2:46][CH2:47][C:48](=[O:49])[N:50]1[CH2:51][CH2:52][CH:53]([O:56][c:57]2[c:58]([Cl:63])[cH:59][cH:60][cH:61][cH:62]2)[CH2:54][CH2:55]1.[O:64]=[CH:65][N:66]([CH3:67])[CH3:68].[OH2:69].[OH:24][n:25]1[c:26]2[c:27]([cH:28][cH:29][cH:30][cH:31]2)[n:32][n:33]1.[c:10]1(-[n:16]2[n:17][n:18][c:19]([C:21](=[O:22])[OH:23])[cH:20]2)[cH:11][cH:12][cH:13][cH:14][cH:15]1>>[c:10]1(-[n:16]2[n:17][n:18][c:19]([C:21](=[O:23])[NH:46][CH2:47][C:48](=[O:49])[N:50]3[CH2:51][CH2:52][CH:53]([O:56][c:57]4[c:58]([Cl:63])[cH:59][cH:60][cH:61][cH:62]4)[CH2:54][CH2:55]3)[cH:20]2)[cH:11][cH:12][cH:13][cH:14][cH:15]1. Reactants: ClC=1C=C(C=CC1Cl)C1(C=CNC=C1)C(=O)C1N(CCCC1)C(=O)OC(C)(C)C (tert-butyl 4-(3,4-dichlorophenyl)-4-picolinoylpiperidine-1-carboxylate), [BH4-].[Na+] (NaBH4), CO (MeOH), O (water). Reaction conditions: temperature 25 celsius, time 1 hour. Yields the product ClC=1C=C(C=CC1Cl)C1(CCN(CC1)C(=O)OC(C)(C)C)C(C1=NC=CC=C1)O (tert-butyl 4-(3,4-dichlorophenyl)-4-(hydroxy(pyridin-2-yl)methyl)piperidine-1-carboxylate). As a reaction SMILES: [Cl:1][C:2]1[CH:3]=[C:4]([C:9]2([C:15]([CH:17]3[CH2:22][CH2:21][CH2:20][CH2:19][N:18]3C(OC(C)(C)C)=O)=[O:16])[CH:14]=[CH:13][NH:12][CH:11]=[CH:10]2)[CH:5]=[CH:6][C:7]=1[Cl:8].[BH4-].[Na+].[OH2:32].[CH3:33][OH:34]>>[Cl:1][C:2]1[CH:3]=[C:4]([C:9]2([CH:15]([OH:16])[C:17]3[CH:22]=[CH:21][CH:20]=[CH:19][N:18]=3)[CH2:14][CH2:13][N:12]([C:33]([O:34][C:4]([CH3:9])([CH3:5])[CH3:3])=[O:32])[CH2:11][CH2:10]2)[CH:5]=[CH:6][C:7]=1[Cl:8] |f:1.2|. Reported procedure: To a solution of Example 140B (500 mg, 1.11 mmol) in dry MeOH (5 mL) was added NaBH4 (84 mg, 2.22 mmol) at 0° C. The mixture was stirred at 25° C. for 1 hour and water (10 mL) was added slowly. The aqueous phase was separated and extracted with dichloromethane (2×20 mL). The combined organic phases were washed with water, brine, dried over Na2SO4, filtered, and concentrated in vacuo. The resulting residue was purified by column chromatography on silica gel (petroleum ether/EtOAc=1/1) to give Exa... Starting materials: S(O)(O)(=O)=O (sulfuric acid), C(CCCCC)N1C(C(=C(C=C1C)C)C#N)=O (1-(n-hexyl)-3-cyano-4,6-dimethyl-pyrid-2-one), [OH-].[Na+] (sodium hydroxide). The solvent is O (water). Product: C(CCCCC)N1C(C(=C(C=C1C)C)C(=O)O)=O (1-(n-hexyl)-3-carboxy-4,6-dimethylpyrid-2-one). Yield: 100.0%. Reaction SMILES: [CH2:1]([N:7]1[C:12]([CH3:13])=[CH:11][C:10]([CH3:14])=[C:9]([C:15]#N)[C:8]1=[O:17])[CH2:2][CH2:3][CH2:4][CH2:5][CH3:6].S(=O)(=O)(O)[OH:19].[OH-:23].[Na+]>O>[CH2:1]([N:7]1[C:12]([CH3:13])=[CH:11][C:10]([CH3:14])=[C:9]([C:15]([OH:19])=[O:23])[C:8]1=[O:17])[CH2:2][CH2:3][CH2:4][CH2:5][CH3:6] |f:2.3|. Procedure: To a stirred mixture of 1-(n-hexyl)-3-cyano-4,6-dimethyl-pyrid-2-one (222.3 g., 0.957 mole) and water (100 ml.) is added dropwise concentrated sulfuric acid (300 g.). When the addition is completed the stirred solution is heated on a steam bath for 24 hours. The solution is poured onto ice and basified with a sodium hydroxide solution and filtered. The alkaline filtrate is acidified with acetic acid and extracted with 400 ml. of toluene. The toluene layer is then extracted with 2 × 350 ml. of 5%... Reactants: CCN(C(C)C)C(C)C (DIPEA), Cl.FC1=C(C=CC=C1)C1=C(C=C2N3[C@@H](C(NN=C3COC2=C1)=O)C)N(C1(CNC1)C)C ((R)-7-(2-fluoro-phenyl)-4-methyl-6-[methyl-(3-methyl-azetidin-3-yl)-amino]-2,10-dihydro-9-oxa-1,2,4a-triaza-phenanthren-3-one hydrochloride), C(C)(=O)Cl (acetyl chloride). Run in C(Cl)Cl (DCM). Reaction conditions: time 6 minute. Product: C(C)(=O)N1CC(C1)(C)N(C=1C=C2N3[C@@H](C(NN=C3COC2=CC1C1=C(C=CC=C1)F)=O)C)C ((R)-6-[(1-acetyl-3-methyl-azetidin-3-yl)-methyl-amino]-7-(2-fluoro-phenyl)-4-methyl-2,10-dihydro-9-oxa-1,2,4a-triaza-phenanthren-3-one). Isolated yield 17.7%. Reaction SMILES: Cl.[F:2][C:3]1[CH:8]=[CH:7][CH:6]=[CH:5][C:4]=1[C:9]1[CH:22]=[C:21]2[C:12]([N:13]3[C:18]([CH2:19][O:20]2)=[N:17][NH:16][C:15](=[O:23])[C@H:14]3[CH3:24])=[CH:11][C:10]=1[N:25]([CH3:31])[C:26]1([CH3:30])[CH2:29][NH:28][CH2:27]1.CCN(C(C)C)C(C)C.[C:41](Cl)(=[O:43])[CH3:42]>C(Cl)Cl>[C:41]([N:28]1[CH2:27][C:26]([N:25]([CH3:31])[C:10]2[CH:11]=[C:12]3[C:21](=[CH:22][C:9]=2[C:4]2[CH:5]=[CH:6][CH:7]=[CH:8][C:3]=2[F:2])[O:20][CH2:19][C:18]2[N:13]3[C@H:14]([CH3:24])[C:15](=[O:23])[NH:16][N:17]=2)([CH3:30])[CH2:29]1)(=[O:43])[CH3:42] |f:0.1|. Procedure: (R)-7-(2-fluoro-phenyl)-4-methyl-6-[methyl-(3-methyl-azetidin-3-yl)-amino]-2,10-dihydro-9-oxa-1,2,4a-triaza-phenanthren-3-one hydrochloride acid (0.125 g, 0.30 mmol) was dissolved in DCM (1 mL) and DIPEA (98 μl, 0.561 mmol) was added. The reaction mixture was stirred at room temperature for 6 min then acetyl chloride (59.8 μl, 0.841 mmol) was added. The reaction mixture was stirred at rt for 10 min and concentrated in vacuo. The residue was purified by basic prep-HPLC (Table 3, Method 32) to giv... The reactants are C1(CCC1)NC=1C2=C(N=C(N1)NC=1C=C3CCC(N(C3=CC1)CC(=O)OCC)=O)NC=C2 (ethyl 2-(6-(4-(cyclobutyamino)-7H-pyrrolo[2,3-d]pyrimidine-2-ylamino)-2-oxo-3,4-dihydroquinolin-1(2H)-yl)acetate). The reagents and catalysts are [OH-].[Na+] (NaOH). Solvent: C1CCOC1 (THF), O (H2O). Reaction conditions: time 3 hour. Yields the product C1(CCC1)NC=1C2=C(N=C(N1)NC=1C=C3CCC(N(C3=CC1)CC(=O)O)=O)NC=C2 (2-(6-(4-(cyclobutyamino)-7H-pyrrolo[2,3-d]pyrimidine-2-ylamino)-2-oxo-3,4-dihydroquinolin-1(2H)-yl)acetic acid). RXN SMILES: [CH:1]1([NH:5][C:6]2[C:7]3[CH:32]=[CH:31][NH:30][C:8]=3[N:9]=[C:10]([NH:12][C:13]3[CH:14]=[C:15]4[C:20](=[CH:21][CH:22]=3)[N:19]([CH2:23][C:24]([O:26]CC)=[O:25])[C:18](=[O:29])[CH2:17][CH2:16]4)[N:11]=2)[CH2:4][CH2:3][CH2:2]1>C1COCC1.O.[OH-].[Na+]>[CH:1]1([NH:5][C:6]2[C:7]3[CH:32]=[CH:31][NH:30][C:8]=3[N:9]=[C:10]([NH:12][C:13]3[CH:14]=[C:15]4[C:20](=[CH:21][CH:22]=3)[N:19]([CH2:23][C:24]([OH:26])=[O:25])[C:18](=[O:29])[CH2:17][CH2:16]4)[N:11]=2)[CH2:2][CH2:3][CH2:4]1 |f:3.4|. Procedure details: To a solution of ethyl 2-(6-(4-(cyclobutyamino)-7H-pyrrolo[2,3-d]pyrimidine-2-ylamino)-2-oxo-3,4-dihydroquinolin-1(2H)-yl)acetate (10 mg, 0.023 mmol) in THF (0.6 mL) and H2O (0.4 mL) was added NaOH (5N, 2 drops). After stirring for 3 h at room temperature, the reaction mixture was purified by preparative HPLC to yield 2-(6-(4-(cyclobutyamino)-7H-pyrrolo[2,3-d]pyrimidine-2-ylamino)-2-oxo-3,4-dihydroquinolin-1(2H)-yl)acetic acid (MS calcd for C21H22N6O3 406.2. found [MH] 407.0; UV 207.5, 304.5 nm)...